Dataset: the Open Reaction Database (ORD), a public repository of structured organic reaction records. Task: describe an organic reaction: reactants, conditions, products, and yield Reactants: C(CCC)[C@@H]1CC(CC1)C(=O)O ((1RS,3S)-3-butylcyclopentanecarboxylic acid), solution, [N+](=[N-])=C (diazomethane). Run in C(C)OCC (diethyl ether). Product: COC(=O)C1C[C@H](CC1)CCCC ((1RS,3S)-3-butylcyclopentane-1-carboxylic acid methyl ester). Reaction SMILES: [CH2:1]([C@H:5]1[CH2:9][CH2:8][CH:7]([C:10]([OH:12])=[O:11])[CH2:6]1)[CH2:2][CH2:3][CH3:4].[N+](=[CH2:15])=[N-]>C(OCC)C>[CH3:15][O:11][C:10]([CH:7]1[CH2:8][CH2:9][C@H:5]([CH2:1][CH2:2][CH2:3][CH3:4])[CH2:6]1)=[O:12]. Reported procedure: A mixture of 84 mg of (1RS,3S)-3-butylcyclopentanecarboxylic acid (prepared in Reference Example 14) and 1.0 ml of a 1M solution of diazomethane in diethyl ether was stirred with cooling. The mixture was concentrated under ambient pressure to give 72 mg of the title compound having the following physical characteristic. Reactants: COCN(c1nc(-c2cccc(Br)c2)cs1)S(=O)(=O)c1ccc(C)cc1, O=C([O-])[O-], Cc1ccccc1, [Cl-], [K+], [K+], [Li+], O, [Pd], c1ccc(P(c2ccccc2)c2ccccc2)cc1, OB(O)Oc1ccccc1, c1ccc(P(c2ccccc2)c2ccccc2)cc1, c1ccc(P(c2ccccc2)c2ccccc2)cc1, c1ccc(P(c2ccccc2)c2ccccc2)cc1. Product: COCN(c1nc(-c2cccc(-c3ccccc3)c2)cs1)S(=O)(=O)c1ccc(C)cc1. Reaction SMILES: [Br:1][c:2]1[cH:3][c:4](-[c:8]2[n:9][c:10]([N:13]([S:14](=[O:15])(=[O:16])[c:17]3[cH:18][cH:19][c:20]([CH3:23])[cH:21][cH:22]3)[CH2:24][O:25][CH3:26])[s:11][cH:12]2)[cH:5][cH:6][cH:7]1.[C:39](=[O:40])([O-:41])[O-:42].[CH3:45][c:46]1[cH:47][cH:48][cH:49][cH:50][cH:51]1.[Cl-:28].[K+:43].[K+:44].[Li+:27].[OH2:129].[Pd:52].[c:110]1([P:111]([c:112]2[cH:113][cH:114][cH:115][cH:116][cH:117]2)[c:118]2[cH:119][cH:120][cH:121][cH:122][cH:123]2)[cH:124][cH:125][cH:126][cH:127][cH:128]1.[c:29]1([O:35][B:36]([OH:37])[OH:38])[cH:30][cH:31][cH:32][cH:33][cH:34]1.[c:53]1([P:54]([c:55]2[cH:56][cH:57][cH:58][cH:59][cH:60]2)[c:61]2[cH:62][cH:63][cH:64][cH:65][cH:66]2)[cH:67][cH:68][cH:69][cH:70][cH:71]1.[c:72]1([P:73]([c:74]2[cH:75][cH:76][cH:77][cH:78][cH:79]2)[c:80]2[cH:81][cH:82][cH:83][cH:84][cH:85]2)[cH:86][cH:87][cH:88][cH:89][cH:90]1.[c:91]1([P:92]([c:93]2[cH:94][cH:95][cH:96][cH:97][cH:98]2)[c:99]2[cH:100][cH:101][cH:102][cH:103][cH:104]2)[cH:105][cH:106][cH:107][cH:108][cH:109]1>>[c:2]1(-[c:29]2[cH:30][cH:31][cH:32][cH:33][cH:34]2)[cH:3][c:4](-[c:8]2[n:9][c:10]([N:13]([S:14](=[O:15])(=[O:16])[c:17]3[cH:18][cH:19][c:20]([CH3:23])[cH:21][cH:22]3)[CH2:24][O:25][CH3:26])[s:11][cH:12]2)[cH:5][cH:6][cH:7]1. Reactants: CN(C)C=O, CCCC[Sn](CCCC)(CCCC)c1ccc(C(=O)ON2C(=O)CCC2=O)c(Cl)c1, NC(CNC(=O)c1cccs1)C(=O)O. Yields the product CCCC[Sn](CCCC)(CCCC)c1ccc(C(=O)NC(CNC(=O)c2cccs2)C(=O)O)c(Cl)c1. Reaction SMILES: [CH3:45][N:46]([CH3:47])[CH:48]=[O:49].[Cl:15][c:16]1[c:17]([C:18](=[O:19])[O:20][N:21]2[C:22](=[O:23])[CH2:24][CH2:25][C:26]2=[O:27])[cH:28][cH:29][c:30]([Sn:32]([CH2:33][CH2:34][CH2:35][CH3:36])([CH2:37][CH2:38][CH2:39][CH3:40])[CH2:41][CH2:42][CH2:43][CH3:44])[cH:31]1.[s:1]1[c:2]([C:6](=[O:7])[NH:8][CH2:9][CH:10]([NH2:11])[C:12](=[O:13])[OH:14])[cH:3][cH:4][cH:5]1>>[s:1]1[c:2]([C:6](=[O:7])[NH:8][CH2:9][CH:10]([NH:11][C:18]([c:17]2[c:16]([Cl:15])[cH:31][c:30]([Sn:32]([CH2:33][CH2:34][CH2:35][CH3:36])([CH2:37][CH2:38][CH2:39][CH3:40])[CH2:41][CH2:42][CH2:43][CH3:44])[cH:29][cH:28]2)=[O:19])[C:12](=[O:13])[OH:14])[cH:3][cH:4][cH:5]1. Reactants: CCN(C(C)C)C(C)C, Clc1ncnc(Nc2ccc3c(cnn3Cc3ccccn3)c2)n1, C=CC(=O)Nc1cccc(N)c1. Product: C=CC(=O)Nc1cccc(Nc2ncnc(Nc3ccc4c(cnn4Cc4ccccn4)c3)n2)c1. Reaction SMILES: [CH:25]([N:26]([CH2:27][CH3:28])[CH:29]([CH3:30])[CH3:31])([CH3:32])[CH3:33].[Cl:1][c:2]1[n:3][c:4]([NH:8][c:9]2[cH:10][c:11]3[cH:12][n:13][n:14]([CH2:18][c:19]4[n:20][cH:21][cH:22][cH:23][cH:24]4)[c:15]3[cH:16][cH:17]2)[n:5][cH:6][n:7]1.[NH2:34][c:35]1[cH:36][c:37]([NH:41][C:42]([CH:43]=[CH2:44])=[O:45])[cH:38][cH:39][cH:40]1>>[c:2]1([NH:34][c:35]2[cH:36][c:37]([NH:41][C:42]([CH:43]=[CH2:44])=[O:45])[cH:38][cH:39][cH:40]2)[n:3][c:4]([NH:8][c:9]2[cH:10][c:11]3[cH:12][n:13][n:14]([CH2:18][c:19]4[n:20][cH:21][cH:22][cH:23][cH:24]4)[c:15]3[cH:16][cH:17]2)[n:5][cH:6][n:7]1. Reactants: C1(=CC=CC=C1)C1=NC2=CC=CC=C2C(=C1)CCC(=O)O (2-phenyl-4-quinolinepropanoic acid), S(=O)(Cl)Cl (thionyl chloride), N1CCCC1 (pyrrolidine). Run in C(Cl)(Cl)Cl (chloroform), C(C)(=O)OCC (ethyl acetate). Product: C1(=CC=CC=C1)C1=NC2=CC=CC=C2C(=C1)CCC(=O)N1CCCC1 (1-[3-(2-phenyl-4-quinolyl)propionyl]pyrrolidine). As a reaction SMILES: [C:1]1([C:7]2[CH:16]=[C:15]([CH2:17][CH2:18][C:19]([OH:21])=O)[C:14]3[C:9](=[CH:10][CH:11]=[CH:12][CH:13]=3)[N:8]=2)[CH:6]=[CH:5][CH:4]=[CH:3][CH:2]=1.S(Cl)(Cl)=O.[NH:26]1[CH2:30][CH2:29][CH2:28][CH2:27]1>C(Cl)(Cl)Cl.C(OCC)(=O)C>[C:1]1([C:7]2[CH:16]=[C:15]([CH2:17][CH2:18][C:19]([N:26]3[CH2:30][CH2:29][CH2:28][CH2:27]3)=[O:21])[C:14]3[C:9](=[CH:10][CH:11]=[CH:12][CH:13]=3)[N:8]=2)[CH:2]=[CH:3][CH:4]=[CH:5][CH:6]=1. Procedure details: The procedure is as in Example 16, starting with 2-phenyl-4-quinolinepropanoic acid (3 g), thionyl chloride (2.3 cc) in chloroform (150 cc) and pyrrolidine (2.7 cc). The residue is stirred for two hours with silica gel (36 g) in ethyl acetate (80 cc). The silica is removed by filtration and washed with ethyl acetate (7×10 cc). The organic phases are combined and concentrated under reduced pressure. After recrystallization of the residue in ethyl acetate, 1-[3-(2-phenyl-4-quinolyl)propionyl]pyrro...